This data is from the Open Reaction Database (ORD), a public repository of structured organic reaction records. The task is: describe an organic reaction: reactants, conditions, products, and yield Reactants: Cl.C(C)OC(CC(=O)OCC)=N (ethyl 3-ethoxy-3-iminopropanoate hydrochloride), C(C)(C)NC(C)C (N,N-diisopropylamine), N1CCOCC1 (morpholine), C(C)O (ethanol), C(C)O (ethanol). Reaction conditions: temperature 95 celsius. Yields the product N1(CCOCC1)C=1N=C(NC(C1)=O)CC(=O)OCC (ethyl [4-(morpholin-4-yl)-6-oxo-1,6-dihydropyrimidin-2-yl]acetate). As a reaction SMILES: Cl.C(O[C:5](=[NH:12])[CH2:6][C:7]([O:9][CH2:10][CH3:11])=[O:8])C.[CH:13]([NH:16]C(C)C)(C)C.[NH:20]1[CH2:25][CH2:24][O:23][CH2:22][CH2:21]1.[CH2:26]([OH:28])[CH3:27]>>[N:20]1([C:13]2[N:16]=[C:5]([CH2:6][C:7]([O:9][CH2:10][CH3:11])=[O:8])[NH:12][C:26](=[O:28])[CH:27]=2)[CH2:25][CH2:24][O:23][CH2:22][CH2:21]1 |f:0.1|. Procedure details: 168.5 ml of ethyl 3-ethoxy-3-iminopropanoate hydrochloride and then 155 ml of N,N-diisopropylamine in 200 ml of ethanol are added to a solution of 25 g of morpholine in 400 ml of ethanol, heated to 95° C. The reaction mixture is heated at 95° C. for 30 hours and then allowed to return to ambient temperature. The precipitate formed is filtered off through sintered glass and then washed with 100 ml of ethanol, twice 500 ml of water and, finally, 500 ml of ethyl ether. The solid is dried under vacu... The reactants are FC=1C=C(C(=O)N(C2=C(C=CC(=C2)OC)C2CC=3C=CC(=CC3CC2)OC(C(C)(C)C)=O)C(C)C)C=CC1O (pivalic acid 6-{2-[(3-fluoro-4-hydroxybenzoyl)isopropylamino]-4-methoxyphenyl}-5,6,7,8-tetrahydronaphthalen-2-yl ester), ClCC(=O)N1CCC2(OCCO2)CC1 (2-chloro-1-(1,4-dioxa-8-azaspiro[4.5]dec-8-yl)ethanone). Yields the product O1CCOC12CCN(CC2)CCOC2=C(C=C(CN(C1=C(C=CC(=C1)OC)C1CC=3C=CC(=CC3CC1)O)C(C)C)C=C2)F (6-{2-{{4-[2-(1,4-Dioxa-8-azaspiro[4.5]dec-8-yl)ethoxy]-3-fluorobenzyl}isopropylamino}-4-methoxyphenyl}-5,6,7,8-tetrahydronaphthalen-2-ol). Yield: 21.9%. As a reaction SMILES: [F:1][C:2]1[CH:3]=[C:4]([CH:36]=[CH:37][C:38]=1[OH:39])[C:5]([N:7]([CH:33]([CH3:35])[CH3:34])[C:8]1[CH:13]=[C:12]([O:14][CH3:15])[CH:11]=[CH:10][C:9]=1[CH:16]1[CH2:25][CH2:24][C:23]2[CH:22]=[C:21]([O:26]C(=O)C(C)(C)C)[CH:20]=[CH:19][C:18]=2[CH2:17]1)=O.Cl[CH2:41][C:42]([N:44]1[CH2:53][CH2:52][C:47]2([O:51][CH2:50][CH2:49][O:48]2)[CH2:46][CH2:45]1)=O>>[O:51]1[C:47]2([CH2:52][CH2:53][N:44]([CH2:42][CH2:41][O:39][C:38]3[CH:37]=[CH:36][C:4]([CH2:5][N:7]([CH:33]([CH3:35])[CH3:34])[C:8]4[CH:13]=[C:12]([O:14][CH3:15])[CH:11]=[CH:10][C:9]=4[CH:16]4[CH2:25][CH2:24][C:23]5[CH:22]=[C:21]([OH:26])[CH:20]=[CH:19][C:18]=5[CH2:17]4)=[CH:3][C:2]=3[F:1])[CH2:45][CH2:46]2)[O:48][CH2:49][CH2:50]1. Procedure: Synthesized from pivalic acid 6-{2-[(3-fluoro-4-hydroxybenzoyl)isopropylamino]-4-methoxyphenyl}-5,6,7,8-tetrahydronaphthalen-2-yl ester (25 mg) and 2-chloro-1-(1,4-dioxa-8-azaspiro[4.5]dec-8-yl)ethanone (21 mg) according to an analogous synthetic method to Example 404 and purified by LC-MS, the title compound (6.2 mg) was obtained. Starting materials: CC(C)C[AlH]CC(C)C (DIBAL), CN(C)C1=C(C(=O)[O-])C=CC(=C1)C(=O)[O-] (dimethylaminoterphthalate), C1CCOC1 (THF). Isolated yield 39.0%. Run at temperature 0 celsius, time 8 hour. As a reaction SMILES: C[N:2]([C:4]1[CH:12]=[C:11]([C:13]([O-])=O)[CH:10]=[CH:9][C:5]=1[C:6]([O-:8])=[O:7])C.C1C[O:19][CH2:18]C1.[CH3:21]C(C[AlH]CC(C)C)C>CCOCC>[CH3:21][O:8][C:6](=[O:7])[C:5]1[CH:9]=[CH:10][C:11]([CH2:13][CH2:18][OH:19])=[CH:12][C:4]=1[NH2:2]. Yields the product COC(C1=C(C=C(C=C1)CCO)N)=O (4-Hydroxyethyl-2-aminobenzoic Acid Methyl Ester). Run in CCOCC (Et2O). Reported procedure: To a solution of dimethylaminoterphthalate (3.07 g, 14.7 mmol) in 30 mL of a 2:1 mixture of THF: Et2O at −78° C. was added neat DIBAL (6.27 g, 44.1 mmol, 3.0 eq.) and the reaction was warmed to 0° C. over 4 hours. The reaction was quenched with 5 mL of methanol followed by 5 mL of saturated aqueous sodium tartrate. The mixture was stirred overnight and then was taken up in ethyl acetate. The layers were separated and the ethyl acetate layer was washed with saturated aqueous NaHCO3and brine and t... Starting materials: [H-].[Na+] (sodium hydride), ClC=1C(=NC=C(C(=O)NC=2SC(=C(N2)C=2SC=C(C2)Cl)N2CCN(CC2)C2CCCCC2)C1)Cl (5,6-dichloro-N-[4-(4-chlorothiophen-2-yl)-5-(4-cyclohexylpiperazin-1-yl)thiazol-2-yl]nicotinamide), C(CO)O (ethyleneglycol), C(Cl)(Cl)Cl (chloroform). Reaction conditions: time 4 day. Product: Cl.ClC=1C(=NC=C(C(=O)NC=2SC(=C(N2)C=2SC=C(C2)Cl)N2CCN(CC2)C2CCCCC2)C1)OCCO (5-chloro-N-[4-(4-chlorothiophen-2-yl)-5-(4-cyclohexylpiperazin-1-yl)thiazol-2-yl]-6-(2-hydroxyethoxy)nicotinamide hydrochloride). Reaction SMILES: [H-].[Na+].[Cl:3][C:4]1[C:5](Cl)=[N:6][CH:7]=[C:8]([CH:35]=1)[C:9]([NH:11][C:12]1[S:13][C:14]([N:23]2[CH2:28][CH2:27][N:26]([CH:29]3[CH2:34][CH2:33][CH2:32][CH2:31][CH2:30]3)[CH2:25][CH2:24]2)=[C:15]([C:17]2[S:18][CH:19]=[C:20]([Cl:22])[CH:21]=2)[N:16]=1)=[O:10].C(Cl)(Cl)Cl.[CH2:41]([OH:44])[CH2:42][OH:43]>>[ClH:3].[Cl:3][C:4]1[C:5]([O:43][CH2:42][CH2:41][OH:44])=[N:6][CH:7]=[C:8]([CH:35]=1)[C:9]([NH:11][C:12]1[S:13][C:14]([N:23]2[CH2:28][CH2:27][N:26]([CH:29]3[CH2:34][CH2:33][CH2:32][CH2:31][CH2:30]3)[CH2:25][CH2:24]2)=[C:15]([C:17]2[S:18][CH:19]=[C:20]([Cl:22])[CH:21]=2)[N:16]=1)=[O:10] |f:0.1,5.6|. Procedure: To a solution of 48 mg of 40% sodium hydride in 1 ml of ethyleneglycol, 100 mg of the compound of Example 5 was added at room temperature, the temperature was elevated to 50° C., and the mixture was stirred for 4 days. To the reaction solution, chloroform was added, and the organic layer was washed with saturated aqueous NaHCO3 and brine and dried over sodium sulfate. After the evaporation of the solvent under reduced pressure, the obtained residue was purified by silica gel column chromatograph... Reactants: COc1ccc2cc(Oc3ccc([N+](=O)[O-])cc3)ccc2c1, CCOC(C)=O. The product is COc1ccc2cc(Oc3ccc(N)cc3)ccc2c1. As a reaction SMILES: [CH3:1][O:2][c:3]1[cH:4][c:5]2[cH:6][cH:7][c:8]([O:13][c:14]3[cH:15][cH:16][c:17]([N+:20]([O-:21])=[O:22])[cH:18][cH:19]3)[cH:9][c:10]2[cH:11][cH:12]1.[CH3:23][CH2:24][O:25][C:26]([CH3:27])=[O:28]>>[CH3:1][O:2][c:3]1[cH:4][c:5]2[cH:6][cH:7][c:8]([O:13][c:14]3[cH:15][cH:16][c:17]([NH2:20])[cH:18][cH:19]3)[cH:9][c:10]2[cH:11][cH:12]1.